Dataset: the Open Reaction Database (ORD), a public repository of structured organic reaction records. Task: describe an organic reaction: reactants, conditions, products, and yield Reactants: CCO, COc1cc(C#N)c(C#N)c(F)c1OC, O=[Pt]. The product is COc1cc2c(c(F)c1OC)C(N)=NC2. RXN SMILES: [CH3:16][CH2:17][OH:18].[F:1][c:2]1[c:3]([C:14]#[N:15])[c:4]([C:5]#[N:6])[cH:7][c:8]([O:12][CH3:13])[c:9]1[O:10][CH3:11].[Pt:19]=[O:20]>>[F:1][c:2]1[c:3]2[c:4]([cH:7][c:8]([O:12][CH3:13])[c:9]1[O:10][CH3:11])[CH2:5][N:6]=[C:14]2[NH2:15]. Reactants: COc1cc(Oc2cccc(-c3ccccc3)c2C(=O)OCc2ccccc2)nc(OC)n1, CCOC(C)=O. Yields the product COc1cc(Oc2cccc(-c3ccccc3)c2C(=O)O)nc(OC)n1. RXN SMILES: [CH3:1][O:2][c:3]1[n:4][c:5]([O:32][CH3:33])[cH:6][c:7]([O:9][c:10]2[c:11]([C:12](=[O:13])[O:14][CH2:15][c:16]3[cH:17][cH:18][cH:19][cH:20][cH:21]3)[c:22](-[c:26]3[cH:27][cH:28][cH:29][cH:30][cH:31]3)[cH:23][cH:24][cH:25]2)[n:8]1.[CH3:34][CH2:35][O:36][C:37](=[O:38])[CH3:39]>>[CH3:1][O:2][c:3]1[n:4][c:5]([O:32][CH3:33])[cH:6][c:7]([O:9][c:10]2[c:11]([C:12](=[O:13])[OH:14])[c:22](-[c:26]3[cH:27][cH:28][cH:29][cH:30][cH:31]3)[cH:23][cH:24][cH:25]2)[n:8]1. Starting materials: FC1=C(C(=CC2=C1N=CO2)C(=O)O)NC2=C(C=CC=C2)F (4-Fluoro-5-((2-fluorophenyl)amino)benzo[d]oxazole-6-carboxylic acid), C1CC(=O)N(C1=O)I (NIS), FC(C(=O)O)(F)F (trifluoroacetic acid), FC(S(=O)(=O)O)(F)F (trifluoromethanesulfonic acid), CS(=O)(=O)O (methanesulfonic acid), aliphatic and aromatic hydrocarbon, aliphatic and aromatic halo-hydrocarbon, ketone, ester, nitrile, amide, S1(=O)(=O)CCCC1 (sulfolane). The solvent is CN(C(C)=O)C (N,N-dimethylacetamide), CN(C=O)C (N,N-dimethylformamide), CN1CCCN(C1=O)C (DMPU), CN(C)P(=O)(N(C)C)N(C)C (HMPA), CS(=O)C (DMSO), CCOCC (ether), C(C)(=O)O (acetic acid), C(=O)O (formic acid). Product: FC1=C(C(=CC2=C1N=CO2)C(=O)O)NC2=C(C=C(C=C2)I)F (4-Fluoro-5-((2-fluoro-4-iodophenyl)amino)benzo[d]oxazole-6-carboxylic acid). As a reaction SMILES: [F:1][C:2]1[C:7]2[N:8]=[CH:9][O:10][C:6]=2[CH:5]=[C:4]([C:11]([OH:13])=[O:12])[C:3]=1[NH:14][C:15]1[CH:20]=[CH:19][CH:18]=[CH:17][C:16]=1[F:21].C1C(=O)N([I:29])C(=O)C1.FC(F)(F)C(O)=O.FC(F)(F)S(O)(=O)=O.CS(O)(=O)=O.S1(CCCC1)(=O)=O>CN(C)C(=O)C.CN(C)C=O.CN1C(=O)N(C)CCC1.CN(P(N(C)C)(N(C)C)=O)C.CS(C)=O.CCOCC.C(O)(=O)C.C(O)=O>[F:1][C:2]1[C:7]2[N:8]=[CH:9][O:10][C:6]=2[CH:5]=[C:4]([C:11]([OH:13])=[O:12])[C:3]=1[NH:14][C:15]1[CH:20]=[CH:19][C:18]([I:29])=[CH:17][C:16]=1[F:21]. Procedure details: 4-Fluoro-5-((2-fluorophenyl)amino)benzo[d]oxazole-6-carboxylic acid can be reacted with halogenations reagent (such as NIS) in the presence of acid (such as trifluoroacetic acid, trifluoromethanesulfonic acid, methanesulfonic acid, formic acid, acetic acid) at ambient temperature in appropriate solvent (include aliphatic and aromatic hydrocarbon (such as pentane, hexane, heptane, cyclohexane, petroleum ether, petrol, gasoline, benzene, toluene, xylene), aliphatic and aromatic halo-hydrocarbon (s... Reactants: Cc1cccc(C)c1NC(=O)CN1CCN(CC(O)COc2ccc3oc(-c4cccc(C(F)(F)F)c4)nc3c2)CC1, Cc1ccc2ccc(OCC3CO3)cc2n1. The product is Cc1ccc2ccc(OCC(O)CN3CCN(CC(=O)Nc4c(C)cccc4C)CC3)cc2n1. Reaction SMILES: [CH3:1][c:2]1[c:3]([NH:9][C:10]([CH2:11][N:12]2[CH2:13][CH2:14][N:15]([CH2:18][CH:19]([OH:20])[CH2:21][O:22][c:23]3[cH:24][cH:25][c:26]4[o:27][c:28](-[c:29]5[cH:30][cH:31][cH:32][c:33]([C:34]([F:35])([F:36])[F:37])[cH:38]5)[n:39][c:40]4[cH:41]3)[CH2:16][CH2:17]2)=[O:42])[c:4]([CH3:8])[cH:5][cH:6][cH:7]1.[CH3:43][c:44]1[n:45][c:46]2[cH:47][c:48]([O:54][CH2:55][CH:56]3[O:57][CH2:58]3)[cH:49][cH:50][c:51]2[cH:52][cH:53]1>>[CH3:1][c:2]1[c:3]([NH:9][C:10]([CH2:11][N:12]2[CH2:13][CH2:14][N:15]([CH2:58][CH:56]([CH2:55][O:54][c:48]3[cH:47][c:46]4[n:45][c:44]([CH3:43])[cH:53][cH:52][c:51]4[cH:50][cH:49]3)[OH:57])[CH2:16][CH2:17]2)=[O:42])[c:4]([CH3:8])[cH:5][cH:6][cH:7]1. Starting materials: BrC1=CC=C2C(=C(C=NC2=C1)[N+](=O)[O-])Cl (7-Bromo-4-chloro-3-nitroquinoline), CC1(OC[C@H](O1)CN)C ((R)-2,2-dimethyl-1,3-dioxolane-4-methanamine). Product: BrC1=CC=C2C(=C(C=NC2=C1)[N+](=O)[O-])NC[C@H]1OC(OC1)(C)C ((R)-(7-bromo-3-nitroquinolin-4-yl)-(2,2-dimethyl-1,3-dioxolan-4-ylmethyl)amine). Yield: 88.4%. Reaction SMILES: [Br:1][C:2]1[CH:11]=[C:10]2[C:5]([C:6](Cl)=[C:7]([N+:12]([O-:14])=[O:13])[CH:8]=[N:9]2)=[CH:4][CH:3]=1.[CH3:16][C:17]1([CH3:24])[O:21][C@H:20]([CH2:22][NH2:23])[CH2:19][O:18]1>>[Br:1][C:2]1[CH:11]=[C:10]2[C:5]([C:6]([NH:23][CH2:22][C@@H:20]3[CH2:19][O:18][C:17]([CH3:24])([CH3:16])[O:21]3)=[C:7]([N+:12]([O-:14])=[O:13])[CH:8]=[N:9]2)=[CH:4][CH:3]=1. Procedure: 7-Bromo-4-chloro-3-nitroquinoline (22.00 g, 76.52 mmol) was treated with (R)-2,2-dimethyl-1,3-dioxolane-4-methanamine (11.61 g, 114.8 mmol) according to the method described in Part A of Examples 152–156. The crude product was triturated with water (200 mL), isolated by filtration, washed with water, dried, and suspended in diethyl ether (100 mL). The suspension was sonicated, and the resulting solid was isolated by filtration, and dried for four hours in a vacuum oven at 40° C. to provide 25.84... Starting materials: COC1=C(COCCCOC2=CC=C(C=C2)C2C(CN(CC2)C(=O)OCC2=CC=CC=C2)OCC2=CC(=C(C=C2)C)OCCC(=O)OC)C=CC=C1 (benzyl 4-{4-[3-(2-methoxybenzyloxy)propoxy]phenyl}-3-[3-(2-methoxycarbonylethoxy)-4-methylbenzyloxy]piperidine-1-carboxylate), C(C)(C)OC(C)C (diisopropyl ether), P(=O)([O-])([O-])[O-] (phosphate). The solvent is CS(=O)C (dimethyl sulphoxide). Conditions: temperature 35 celsius, time 120 hour. The product is C(=O)(O)CCOC=1C=C(COC2CN(CCC2C2=CC=C(C=C2)OCCCOCC2=C(C=CC=C2)OC)C(=O)OCC2=CC=CC=C2)C=CC1C (Benzyl 3-[3-(2-carboxyethoxy)-4-methylbenzyloxy]-4-{4-[3-(2-methoxybenzyloxy)propoxy]phenyl}piperidine-1-carboxylate), SiO2. RXN SMILES: [CH3:1][O:2][C:3]1[CH:52]=[CH:51][CH:50]=[CH:49][C:4]=1[CH2:5][O:6][CH2:7][CH2:8][CH2:9][O:10][C:11]1[CH:16]=[CH:15][C:14]([CH:17]2[CH2:22][CH2:21][N:20]([C:23]([O:25][CH2:26][C:27]3[CH:32]=[CH:31][CH:30]=[CH:29][CH:28]=3)=[O:24])[CH2:19][CH:18]2[O:33][CH2:34][C:35]2[CH:40]=[CH:39][C:38]([CH3:41])=[C:37]([O:42][CH2:43][CH2:44][C:45]([O:47]C)=[O:46])[CH:36]=2)=[CH:13][CH:12]=1.C(OC(C)C)(C)C.P([O-])([O-])([O-])=O>CS(C)=O>[C:45]([CH2:44][CH2:43][O:42][C:37]1[CH:36]=[C:35]([CH:40]=[CH:39][C:38]=1[CH3:41])[CH2:34][O:33][CH:18]1[CH:17]([C:14]2[CH:13]=[CH:12][C:11]([O:10][CH2:9][CH2:8][CH2:7][O:6][CH2:5][C:4]3[CH:49]=[CH:50][CH:51]=[CH:52][C:3]=3[O:2][CH3:1])=[CH:16][CH:15]=2)[CH2:22][CH2:21][N:20]([C:23]([O:25][CH2:26][C:27]2[CH:28]=[CH:29][CH:30]=[CH:31][CH:32]=2)=[O:24])[CH2:19]1)([OH:47])=[O:46]. Procedure: The mixture of 0.527 g of benzyl 4-{4-[3-(2-methoxybenzyloxy)propoxy]phenyl}-3-[3-(2-methoxycarbonylethoxy)-4-methylbenzyloxy]piperidine-1-carboxylate, 20 ml of diisopropyl ether, 0.20 ml of dimethyl sulphoxide and 100 ml of pH 7.0 phosphate buffer is admixed with 15 ml of Novozyme 398 (Novo Nordisk) and stirred at 35° C. over 120 hours. The reaction mixture is extracted repeatedly with tetrahydrofuran and the organic phases are concentrated by evaporation. The title compound is obtained as a sl... Starting materials: CC=1C=CN2N=C(N(C(C21)=O)C2=CC=CC=C2)[C@H](C)NC=2C1=C(N=CN2)N(C=C1C=1C=C(C=NC1)NS(=O)(=O)C)COCC[Si](C)(C)C ((S)—N-(5-(4-((1-(5-methyl-4-oxo-3-phenyl-3,4-dihydropyrrolo[2,1-f][1,2,4]triazin-2-yl)ethyl)amino)-7-((2-(trimethylsilyl)ethoxy)methyl)-7H-pyrrolo[2,3-d]pyrimidin-5-yl)pyridin-3-yl)methanesulfonamide), FC(C(=O)O)(F)F (trifluoroacetic acid), N (ammonia). Product: CC=1C=CN2N=C(N(C(C21)=O)C2=CC=CC=C2)[C@H](C)NC=2C1=C(N=CN2)NC=C1C=1C=C(C=NC1)NS(=O)(=O)C ((S)—N-(5-(4-((1-(5-Methyl-4-oxo-3-phenyl-3,4-dihydropyrrolo[2,1-f][1,2,4]triazin-2-yl)ethyl)amino)-7H-pyrrolo[2,3-d]pyrimidin-5-yl)pyridin-3-yl)methanesulfonamide). The yield is 66.0%. Reaction SMILES: [CH3:1][C:2]1[CH:3]=[CH:4][N:5]2[C:10]=1[C:9](=[O:11])[N:8]([C:12]1[CH:17]=[CH:16][CH:15]=[CH:14][CH:13]=1)[C:7]([C@@H:18]([NH:20][C:21]1[C:22]3[C:29]([C:30]4[CH:31]=[C:32]([NH:36][S:37]([CH3:40])(=[O:39])=[O:38])[CH:33]=[N:34][CH:35]=4)=[CH:28][N:27](COCC[Si](C)(C)C)[C:23]=3[N:24]=[CH:25][N:26]=1)[CH3:19])=[N:6]2.FC(F)(F)C(O)=O.N>>[CH3:1][C:2]1[CH:3]=[CH:4][N:5]2[C:10]=1[C:9](=[O:11])[N:8]([C:12]1[CH:13]=[CH:14][CH:15]=[CH:16][CH:17]=1)[C:7]([C@@H:18]([NH:20][C:21]1[C:22]3[C:29]([C:30]4[CH:31]=[C:32]([NH:36][S:37]([CH3:40])(=[O:39])=[O:38])[CH:33]=[N:34][CH:35]=4)=[CH:28][NH:27][C:23]=3[N:24]=[CH:25][N:26]=1)[CH3:19])=[N:6]2. Procedure details: (S)—N-(5-(4-((1-(5-methyl-4-oxo-3-phenyl-3,4-dihydropyrrolo[2,1-f][1,2,4]triazin-2-yl)ethyl)amino)-7-((2-(trimethylsilyl)ethoxy)methyl)-7H-pyrrolo[2,3-d]pyrimidin-5-yl)pyridin-3-yl)methanesulfonamide (53 mg, 0.06 mmol) was treated with trifluoroacetic acid (1.05 ml, 13.63 mmol) and a solution of ammonia (7N in methanol, 1.05 ml, 7.35 mmol) according to the method described in Example 27. The residue was purified using SP1® Purification System (0% to 10% dichloromethane-2-propanol) to obtain 22 m...